Dataset: the Open Reaction Database (ORD), a public repository of structured organic reaction records. Task: describe an organic reaction: reactants, conditions, products, and yield The reactants are CS(=O)(=O)OCCN1C(NC2=C1C=CC=C2)=O (2-(2,3-dihydro-2-oxo-1H-benzimidazol-1-yl)ethyl methanesulfonate), Cl.FC1=CC=C(C=C1)C(=O)C1CCNCC1 ((4-fluorophenyl) (4-piperidinyl) methanone hydrochloride), C([O-])([O-])=O.[Na+].[Na+] (sodium carbonate), CC(CC(C)=O)C (4-methyl-2-pentanone). Solvent: O (water), O (water). Product: FC1=CC=C(C(=O)C2CCN(CC2)CCN2C(NC3=C2C=CC=C3)=O)C=C1 (1-{2-[4-(4-fluorobenzoyl)-1-piperidinyl]ethyl}-1,3-dihydro-2H-benzimidazol-2-one). As a reaction SMILES: CS(O[CH2:6][CH2:7][N:8]1[C:12]2[CH:13]=[CH:14][CH:15]=[CH:16][C:11]=2[NH:10][C:9]1=[O:17])(=O)=O.Cl.[F:19][C:20]1[CH:25]=[CH:24][C:23]([C:26]([CH:28]2[CH2:33][CH2:32][NH:31][CH2:30][CH2:29]2)=[O:27])=[CH:22][CH:21]=1.C(=O)([O-])[O-].[Na+].[Na+].CC(C)CC(=O)C>O>[F:19][C:20]1[CH:21]=[CH:22][C:23]([C:26]([CH:28]2[CH2:33][CH2:32][N:31]([CH2:6][CH2:7][N:8]3[C:12]4[CH:13]=[CH:14][CH:15]=[CH:16][C:11]=4[NH:10][C:9]3=[O:17])[CH2:30][CH2:29]2)=[O:27])=[CH:24][CH:25]=1 |f:1.2,3.4.5|. Reported procedure: A mixture of 5.6 parts of 2-(2,3-dihydro-2-oxo-1H-benzimidazol-1-yl)ethyl methanesulfonate, 4.9 parts of (4-fluorophenyl) (4-piperidinyl) methanone hydrochloride, 8 parts of sodium carbonate and 200 parts of 4-methyl-2-pentanone is stirred and refluxed for 7 hours with water-separator. After cooling, water is added and the layers are separated. The organic phase is dried, filtered and evaporated. The oily residue is purified by column-chromatography over silica gel using a mixture of trichlorome... Run at time 1 minute. Reaction SMILES: [NH:1]([C:9]([O:11][C:12]([CH3:15])([CH3:14])[CH3:13])=[O:10])[C@H:2]([C:6](O)=[O:7])[CH:3]([CH3:5])[CH3:4].CN1CCOCC1.ClC(OCC(C)C)=O>COCCOC>[C:9]([NH:1][C@H:2]([CH2:6][OH:7])[CH:3]([CH3:4])[CH3:5])([O:11][C:12]([CH3:13])([CH3:15])[CH3:14])=[O:10]. The yield is 86.5%. Procedure details: In 5 ml of 1,2-dimethoxyethane (DME), 1.086 g of Boc-Val-OH was dissolved and 550 μl of N-methylmorpholine and 650 μl of isobutyl chloroformate were successively added dropwise at −15° C. After stirring for 1 min, N-methylmorpholine hydrochloride was filtered off and washed twice with 2.5 ml each of DME. The filtrate and washings were combined and a solution of 284 mg of sodium borohydride in 2.5 ml of water was added in one portion. After 30 sec, 125 ml of water was added and the mixture was ex... Product: C(=O)(OC(C)(C)C)N[C@@H](C(C)C)CO (Boc-Valinol). Solvent: COCCOC (1,2-dimethoxyethane). Starting materials: N([C@@H](C(C)C)C(=O)O)C(=O)OC(C)(C)C (Boc-Val-OH), CN1CCOCC1 (N-methylmorpholine), ClC(=O)OCC(C)C (isobutyl chloroformate). Reactants: CCOP(=O)(OCC)C(CC(=O)OC(C)(C)C)C(=O)O, C1CCOC1, CC(C)(C)[O-], CCOC(C)=O, O=CCCc1ccccc1, [K+], [Na+], [OH-], O, O=C(O)CC(O)(CC(=O)O)C(=O)O. Yields the product CC(C)(C)OC(=O)CC(=CCCc1ccccc1)C(=O)O. RXN SMILES: [C:1]([CH3:2])([CH3:3])([CH3:4])[O:5][C:6]([CH2:7][CH:8]([C:9](=[O:10])[OH:11])[P:12]([O:13][CH2:14][CH3:15])([O:16][CH2:17][CH3:18])=[O:19])=[O:20].[CH2:52]1[O:53][CH2:54][CH2:55][CH2:56]1.[CH3:21][C:22]([CH3:23])([O-:24])[CH3:25].[CH3:58][CH2:59][O:60][C:61](=[O:62])[CH3:63].[CH:27]([CH2:28][CH2:29][c:30]1[cH:31][cH:32][cH:33][cH:34][cH:35]1)=[O:36].[K+:26].[Na+:51].[OH-:50].[OH2:57].[OH:37][C:38]([CH2:39][C:40]([C:41](=[O:42])[OH:43])([CH2:44][C:45](=[O:46])[OH:47])[OH:48])=[O:49]>>[C:1]([CH3:2])([CH3:3])([CH3:4])[O:5][C:6]([CH2:7][C:8]([C:9](=[O:10])[OH:11])=[CH:27][CH2:28][CH2:29][c:30]1[cH:31][cH:32][cH:33][cH:34][cH:35]1)=[O:20]. The reactants are hydrochloride salt, N1=CC=C(C=C1)C1=CC(=NN1)NC(C)=O (N-(5-Pyridin-4-yl-1H-pyrazol-3-yl)-acetamide). The solvent is Cl (HCl). Product: N1=CC=C(C=C1)C1=CC(=NN1)N (5-Pyridin-4-yl-1H-pyrazol-3-ylamine). Yield: 117.5%. Reaction SMILES: [N:1]1[CH:6]=[CH:5][C:4]([C:7]2[NH:11][N:10]=[C:9]([NH:12]C(=O)C)[CH:8]=2)=[CH:3][CH:2]=1>Cl>[N:1]1[CH:2]=[CH:3][C:4]([C:7]2[NH:11][N:10]=[C:9]([NH2:12])[CH:8]=2)=[CH:5][CH:6]=1. Procedure details: N-(5-Pyridin-4-yl-1H-pyrazol-3-yl)-acetamide (4.1 g, 20.3 mmol) was heated in 6N HCl (30 mL) overnight. Solution was concentrated in vacuum to afford the title compound (3.82 g , 96% yield) as a white hydrochloride salt. 1H NMR (d6-DMSO): 8.92-8.91 (2H, d), 8.43-8.42 (2H, d), 7.38-6.81 (1H, br s). FIA MS: MH+161.2, M−159.1. Starting materials: C1(=CC=CC=C1)C(=O)C1C2C3C2CC1C3 (tricyclo-(2.2.1.02.6)-hept-3-yl phenyl ketone), CN1C(CCC1)C(C)Cl (N-methyl pyrrolidyl-2-ethyl chloride). Solvent: CS(=O)C (dimethyl sulphoxide), CS(=O)C (dimethyl sulphoxide). Yields the product CN1C(CCC1)CCOC(C1=CC=CC=C1)=C1C2C3C2CC1C3 (N-Methyl-2-{2[α-(tricyclo-(2.2.1.02.6)hept-3-ylidene)-benzyloxy]-ethyl}-pyrrolidine). RXN SMILES: [C:1]1([C:7]([CH:9]2[CH:14]3[CH2:15][CH:11]4[CH:12]([CH2:13]3)[CH:10]24)=[O:8])[CH:6]=[CH:5][CH:4]=[CH:3][CH:2]=1.[CH3:16][N:17]1[CH2:21][CH2:20][CH2:19][CH:18]1[CH:22](Cl)[CH3:23]>CS(C)=O>[CH3:16][N:17]1[CH2:21][CH2:20][CH2:19][CH:18]1[CH2:22][CH2:23][O:8][C:7](=[C:9]1[CH:14]2[CH2:15][CH:11]3[CH:12]([CH2:13]2)[CH:10]13)[C:1]1[CH:2]=[CH:3][CH:4]=[CH:5][CH:6]=1. Procedure: 5.28 g. (0.11 mol) of a 50% sodium hydride/mineral oil dispersion were purified as in Example 6, followed by the dropwise addition while stirring under nitrogen of 80 ml. of dimethyl sulphoxide. The reaction mixture was then heated for 30 minutes at 70°-80° C. until the evolution of hydrogen stopped, after which it was cooled to room temperature and a solution of 19.83 g. (0.1 mol) of tricyclo-(2.2.1.02.6)-hept-3-yl phenyl ketone in 25 ml. of dimethyl sulphoxide added dropwise to it. After stirr... Starting materials: CO, [Na+], [OH-], O, CCOC(=O)C=C(c1ccccc1)c1ccncc1. Yields the product O=C(O)C=C(c1ccccc1)c1ccncc1. Reaction SMILES: [CH3:3][OH:4].[Na+:2].[OH-:1].[OH2:24].[c:5]1([C:11](=[CH:12][C:13](=[O:14])[O:15][CH2:16][CH3:17])[c:18]2[cH:19][cH:20][n:21][cH:22][cH:23]2)[cH:6][cH:7][cH:8][cH:9][cH:10]1>>[c:5]1([C:11](=[CH:12][C:13](=[O:14])[OH:15])[c:18]2[cH:19][cH:20][n:21][cH:22][cH:23]2)[cH:6][cH:7][cH:8][cH:9][cH:10]1.